Dataset: the Open Reaction Database (ORD), a public repository of structured organic reaction records. Task: describe an organic reaction: reactants, conditions, products, and yield Starting materials: O=Cc1cccc(Oc2ccccc2)c1, CC(C)(S)C(=O)O, NCCCCc1ccccc1, c1ccccc1. Product: CC1(C)SC(c2cccc(Oc3ccccc3)c2)N(CCCCc2ccccc2)C1=O. As a reaction SMILES: [O:1]([c:2]1[cH:3][cH:4][cH:5][cH:6][cH:7]1)[c:8]1[cH:9][c:10]([CH:11]=[O:12])[cH:13][cH:14][cH:15]1.[SH:16][C:17]([C:18](=[O:19])[OH:20])([CH3:21])[CH3:22].[c:23]1([CH2:29][CH2:30][CH2:31][CH2:32][NH2:33])[cH:24][cH:25][cH:26][cH:27][cH:28]1.[cH:34]1[cH:35][cH:36][cH:37][cH:38][cH:39]1>>[O:1]([c:2]1[cH:3][cH:4][cH:5][cH:6][cH:7]1)[c:8]1[cH:9][c:10]([CH:11]2[S:16][C:17]([CH3:21])([CH3:22])[C:18](=[O:19])[N:33]2[CH2:32][CH2:31][CH2:30][CH2:29][c:23]2[cH:24][cH:25][cH:26][cH:27][cH:28]2)[cH:13][cH:14][cH:15]1. The yield is 23.2%. Product: C(C)(=O)OC[C@@H]1CN(C=2C1=C1C=C(NC1=C(C2)OCC2=CC=CC=C2)C(=O)OC)C(=O)OC(C)(C)C (methyl (1S)-1-acetoxymethyl-5-benzyloxy-3-t-butoxycarbonyl-1,2,3,6-tetrahydropyrrolo[3,2-e]indole-7-carboxylate). The reagents and catalysts are C(C)(=O)[O-].[Pd+2].C(C)(=O)[O-] (palladium acetate), [O-2].[O-2].[Mn+4] (manganese dioxide). Procedure details: 5.82 g (11.7 mmole) of (3S)-3-acetoxymethyl-5-[1-(methoxycarbonyl)ethyl]amino-6-benzyloxy-1-t-butoxycarbonylindoline, 5.24 g (23.4 mmole) of palladium acetate, 1.52 g (17.5 mmole) of manganese dioxide, and 1.95 g (11.7 mmole) of 4-nitrobenzoic acid were heated in 500 ml of dimethylacetamide at 90° C. for 18 hours. The reaction mixture was concentrated, ethyl acetate was added to the obtained residue, insoluble matter was removed by filtration, and the obtained filtrate was concentrated to give a... Run in CC(=O)N(C)C (dimethylacetamide). RXN SMILES: [C:1]([O:4][CH2:5][C@H:6]1[C:14]2[C:9](=[CH:10][C:11]([O:22][CH2:23][C:24]3[CH:29]=[CH:28][CH:27]=[CH:26][CH:25]=3)=[C:12]([NH:15][CH:16]([C:18]([O:20][CH3:21])=[O:19])[CH3:17])[CH:13]=2)[N:8]([C:30]([O:32][C:33]([CH3:36])([CH3:35])[CH3:34])=[O:31])[CH2:7]1)(=[O:3])[CH3:2].[N+](C1C=CC(C(O)=O)=CC=1)([O-])=O>CC(N(C)C)=O.C([O-])(=O)C.[Pd+2].C([O-])(=O)C.[O-2].[O-2].[Mn+4]>[C:1]([O:4][CH2:5][C@H:6]1[C:14]2=[C:13]3[C:12](=[C:11]([O:22][CH2:23][C:24]4[CH:29]=[CH:28][CH:27]=[CH:26][CH:25]=4)[CH:10]=[C:9]2[N:8]([C:30]([O:32][C:33]([CH3:35])([CH3:34])[CH3:36])=[O:31])[CH2:7]1)[NH:15][C:16]([C:18]([O:20][CH3:21])=[O:19])=[CH:17]3)(=[O:3])[CH3:2] |f:3.4.5,6.7.8|. The reactants are C(C)(=O)OC[C@@H]1CN(C2=CC(=C(C=C12)NC(C)C(=O)OC)OCC1=CC=CC=C1)C(=O)OC(C)(C)C ((3S)-3-acetoxymethyl-5-[1-(methoxycarbonyl)ethyl]amino-6-benzyloxy-1-t-butoxycarbonylindoline), [N+](=O)([O-])C1=CC=C(C(=O)O)C=C1 (4-nitrobenzoic acid).